Dataset: the Open Reaction Database (ORD), a public repository of structured organic reaction records. Task: describe an organic reaction: reactants, conditions, products, and yield The reactants are CC#CCO, [Cl-], Fc1cccc(F)c1Cc1cc(Cl)ncn1, [H-], [NH4+], [Na+], C1CCOC1. Product: CC#CCOc1cc(Cc2c(F)cccc2F)ncn1. RXN SMILES: [CH2:3]([C:4]#[C:5][CH3:6])[OH:7].[Cl-:24].[Cl:8][c:9]1[n:10][cH:11][n:12][c:13]([CH2:15][c:16]2[c:17]([F:23])[cH:18][cH:19][cH:20][c:21]2[F:22])[cH:14]1.[H-:1].[NH4+:25].[Na+:2].[O:26]1[CH2:27][CH2:28][CH2:29][CH2:30]1>>[CH2:3]([C:4]#[C:5][CH3:6])[O:7][c:9]1[n:10][cH:11][n:12][c:13]([CH2:15][c:16]2[c:17]([F:23])[cH:18][cH:19][cH:20][c:21]2[F:22])[cH:14]1. Reaction SMILES: Br[C:2]1[CH:10]=[CH:9][C:8]2[C:4](=[CH:5][N:6]([CH3:11])[N:7]=2)[C:3]=1[CH:12]1[CH2:14][CH:13]1[CH2:15][NH:16][C:17](=[O:19])[CH3:18].[CH:20]1(B(O)O)[CH2:22][CH2:21]1.C(=O)([O-])[O-].[K+].[K+].COCCOC>C(OCC)(=O)C.O.C1C=CC([P]([Pd]([P](C2C=CC=CC=2)(C2C=CC=CC=2)C2C=CC=CC=2)([P](C2C=CC=CC=2)(C2C=CC=CC=2)C2C=CC=CC=2)[P](C2C=CC=CC=2)(C2C=CC=CC=2)C2C=CC=CC=2)(C2C=CC=CC=2)C2C=CC=CC=2)=CC=1>[CH:20]1([C:2]2[CH:10]=[CH:9][C:8]3[C:4](=[CH:5][N:6]([CH3:11])[N:7]=3)[C:3]=2[CH:12]2[CH2:14][CH:13]2[CH2:15][NH:16][C:17](=[O:19])[CH3:18])[CH2:22][CH2:21]1 |f:2.3.4,^1:48,50,69,88|. Yields the product C1(CC1)C1=C(C2=CN(N=C2C=C1)C)C1C(C1)CNC(C)=O (N-{[2-(5-cyclopropyl-2-methyl-2H-indazol-4-yl)cyclopropyl]methyl}acetamide). The solvent is C(C)(=O)OCC (ethyl acetate), O (water), O (water). Starting materials: BrC1=C(C2=CN(N=C2C=C1)C)C1C(C1)CNC(C)=O (N-{[2-(5-bromo-2-methyl-2H-indazol-4-yl)cyclopropyl]methyl}acetamide), C1(CC1)B(O)O (cyclopropylboronic acid), C([O-])([O-])=O.[K+].[K+] (potassium carbonate), COCCOC (1,2-dimethoxyethane). Reported procedure: N-{[2-(5-bromo-2-methyl-2H-indazol-4-yl)cyclopropyl]methyl}acetamide (200 mg, 0.621 mmol) obtained in Example 29, cyclopropylboronic acid (80 mg, 0.931 mmol), potassium carbonate (85.8 mg, 0.621 mmol) and tetrakis(triphenylphosphine)palladium(0) (71.8 mg, 0.062 mmol) were added to a mixed solution of water (0.25 mL) and 1,2-dimethoxyethane (2.75 mL), and the mixture was stirred at 120° C. for 20 min using microwave, thereafter at 130° C. for 40 min. The reaction solution was diluted with ethyl a... Isolated yield 38.6%. The reagents and catalysts are C=1C=CC(=CC1)[P](C=2C=CC=CC2)(C=3C=CC=CC3)[Pd]([P](C=4C=CC=CC4)(C=5C=CC=CC5)C=6C=CC=CC6)([P](C=7C=CC=CC7)(C=8C=CC=CC8)C=9C=CC=CC9)[P](C=1C=CC=CC1)(C=1C=CC=CC1)C=1C=CC=CC1 (tetrakis(triphenylphosphine)palladium(0)). Conditions: temperature 120 celsius, time 20 minute. The reactants are FC(C=1C=C(C=CC1)C(C)=O)(F)F (m-trifluoromethylacetophenone), [Cl-].[Al+3].[Cl-].[Cl-] (aluminum chloride), BrBr (bromine). Run in CCOCC (ether). The product is BrCC(=O)C1=CC(=CC=C1)C(F)(F)F (α-bromo-m-trifluoromethylacetophenone). As a reaction SMILES: [F:1][C:2]([F:13])([F:12])[C:3]1[CH:4]=[C:5]([C:9](=[O:11])[CH3:10])[CH:6]=[CH:7][CH:8]=1.[Cl-].[Al+3].[Cl-].[Cl-].[Br:18]Br>CCOCC>[Br:18][CH2:10][C:9]([C:5]1[CH:6]=[CH:7][CH:8]=[C:3]([C:2]([F:12])([F:13])[F:1])[CH:4]=1)=[O:11] |f:1.2.3.4|. Procedure details: To a solution of 24.8 g. (0.127 mol.) of m-trifluoromethylacetophenone in 20 ml. of anhydrous ether is added with cooling and stirring 0.15 g. of anhydrous aluminum chloride and 20.2 g. (0.127 mol.) of bromine. The reaction mixture is concentrated and the residue is distilled to give α-bromo-m-trifluoromethylacetophenone, b.p. 135°-140° (20 mm.) Starting materials: FC1=C(C(=O)O)C=C(C=C1)C1N(S(NC=2C3=NC=CC=C3C=CC12)(=O)=O)C (2-fluoro-5-(2-methyl-3,3-dioxo-1,2,3,4-tetrahydro-3λ*6*-thia-2,4,5-triaza-phenanthren-1-yl)-benzoic acid), CCN(C(C)C)C(C)C (DIPEA), CN(C)C(=[N+](C)C)ON1C2=C(C=CC=C2)N=N1.[B-](F)(F)(F)F (TBTU), CN(CCN)C (N,N-dimethylethane-1,2-diamine). Solvent: C(Cl)Cl (DCM). Product: CN(CCNC(C1=C(C=CC(=C1)C1N(S(NC=2C3=NC=CC=C3C=CC12)(=O)=O)C)F)=O)C (N-(2-Dimethylamino-ethyl)-2-fluoro-5-(2-methyl-3,3-dioxo-1,2,3,4-tetrahydro-3λ*6*-thia-2,4,5-triaza-phenanthren-1-yl)-benzamide). The yield is 14.6%. Reaction SMILES: [F:1][C:2]1[CH:10]=[CH:9][C:8]([CH:11]2[C:24]3[CH:23]=[CH:22][C:21]4[C:16](=[N:17][CH:18]=[CH:19][CH:20]=4)[C:15]=3[NH:14][S:13](=[O:26])(=[O:25])[N:12]2[CH3:27])=[CH:7][C:3]=1[C:4](O)=[O:5].CN(C(ON1N=NC2C=CC=CC1=2)=[N+](C)C)C.[B-](F)(F)(F)F.[CH3:50][N:51]([CH3:55])[CH2:52][CH2:53][NH2:54].CCN(C(C)C)C(C)C>C(Cl)Cl>[CH3:50][N:51]([CH3:55])[CH2:52][CH2:53][NH:54][C:4](=[O:5])[C:3]1[CH:7]=[C:8]([CH:11]2[C:24]3[CH:23]=[CH:22][C:21]4[C:16](=[N:17][CH:18]=[CH:19][CH:20]=4)[C:15]=3[NH:14][S:13](=[O:26])(=[O:25])[N:12]2[CH3:27])[CH:9]=[CH:10][C:2]=1[F:1] |f:1.2|. Procedure: In a similar fashion, using route 37 general procedure 90, 2-fluoro-5-(2-methyl-3,3-dioxo-1,2,3,4-tetrahydro-3λ*6*-thia-2,4,5-triaza-phenanthren-1-yl)-benzoic acid 424 (60 mg, 0.15 mmol), TBTU (50 mg, 0.15 mmol), N,N-dimethylethane-1,2-diamine (16.9 μl, 0.15 mmol) and DIPEA (25.6 μl, 0.15 mmol) in DCM (1 ml) gave the title compound (10 mg, 14%) after purification by preparative HPLC (acidic conditions 1). The reactants are O=C([O-])[O-], CC(C)=O, CCOC(=O)CCl, [K+], [K+], Nc1cc2c(cc1Cl)NC(=O)C2. Yields the product CCOC(=O)CN1C(=O)Cc2cc(N)c(Cl)cc21. RXN SMILES: [C:13](=[O:14])([O-:15])[O-:16].[CH3:26][C:27](=[O:28])[CH3:29].[Cl:19][CH2:20][C:21](=[O:22])[O:23][CH2:24][CH3:25].[K+:17].[K+:18].[O:1]=[C:2]1[NH:3][c:4]2[cH:5][c:6]([Cl:12])[c:7]([NH2:11])[cH:8][c:9]2[CH2:10]1>>[O:1]=[C:2]1[N:3]([CH2:20][C:21](=[O:22])[O:23][CH2:24][CH3:25])[c:4]2[cH:5][c:6]([Cl:12])[c:7]([NH2:11])[cH:8][c:9]2[CH2:10]1.